From a dataset of the Open Reaction Database (ORD), a public repository of structured organic reaction records. describe an organic reaction: reactants, conditions, products, and yield Starting materials: glass, suspension, COC(C1=CC=C(C=C1)C#N)=O (4-cyanobenzoic acid methyl ester), [O-]P([O-])(=O)OP(=O)([O-])[O-].[K+].[K+].[K+].[K+] (potassium pyrophosphate), COC(CCC(=O)O)=O (Butanedioic acid monomethyl ester), mixture, Cl (HCl). Run in P(=O)([O-])([O-])[O-].[K+].[K+].[K+] (potassium phosphate), CO (methanol), C(C)#N (acetonitrile). Conditions: time 25.5 hour. Yields the product COC(=O)C1=CC=C(C=C1)C(=O)O (1,4-benzenedicarboxylic acid monomethyl ester). RXN SMILES: C[O:2][C:3](=[O:12])[C:4]1C=CC(C#N)=[CH:6][CH:5]=1.[O-]P(OP([O-])([O-])=O)(=O)[O-].[K+].[K+].[K+].[K+].[CH3:26][O:27][C:28](=[O:34])[CH2:29][CH2:30][C:31](O)=O.Cl>P([O-])([O-])([O-])=O.[K+].[K+].[K+].CO.C(#N)C>[CH3:26][O:27][C:28]([C:29]1[CH:6]=[CH:5][C:4]([C:3]([OH:12])=[O:2])=[CH:31][CH:30]=1)=[O:34] |f:1.2.3.4.5,8.9.10.11|. Reported procedure: Into a 20-mL glass vial equipped with stirring bar was added 0.0252 g (0.155 mmol, 0.052 M) of 4-cyanobenzoic acid methyl ester, 2.67 mL of potassium pyrophosphate buffer (20 mM, pH 7.0), and 0.30 mL of a 50 wt % cell suspension (0.155 g wet cell weight, 37.3 mg dry cell weight) of Acidovorax facilis 72W (ATCC 55746) cells in 0.35 M potassium phosphate buffer (pH 7.0, previously heat-treated at 50° C. for 20 min ), and the resulting 3 mL suspension stirred at 25° C. After 25.5 h, the pH of the r... Starting materials: C(C)(=O)O (Acetic acid), C(=O)NCCSCC(CC(=O)OCC)=O (ethyl 4-(2-formylamino-ethylthio)-3-oxo-butanoate), N (ammonia). Solvent: CO (MeOH). Run at temperature 0 celsius. The product is N\C(=C/C(=O)OCC)\CSCCNC=O (ethyl 3-amino-4-(2-formylaminoethylthio)crotonate). Reaction SMILES: C(O)(=O)C.[CH:5]([NH:7][CH2:8][CH2:9][S:10][CH2:11][C:12](=O)[CH2:13][C:14]([O:16][CH2:17][CH3:18])=[O:15])=[O:6].[NH3:20]>CO>[NH2:20]/[C:12](/[CH2:11][S:10][CH2:9][CH2:8][NH:7][CH:5]=[O:6])=[CH:13]\[C:14]([O:16][CH2:17][CH3:18])=[O:15]. Reported procedure: Acetic acid is added to a solution of ethyl 4-(2-formylamino-ethylthio)-3-oxo-butanoate (12.5 g) in MeOH (ml 120), previously saturated with ammonia at 0° C. and cooled at 0° C., up to pH 4-45. The mixture is refluxed for 2 hours and the excess solvent is evaporated in vacuum, to give a syrup from which a solid material is separated by treatment with AcOEt. After filtration, the organic phase is washed with water (8×10 ml), and with a saturated aqueous solution of NaHCO3 (3×10 ml), dried (Na2SO4... Starting materials: CC(C)(C)OC(=O)NCC(=O)c1ccccc1, CO, Cl, NNC(N)=S, O. The product is CC(C)(C)OC(=O)NCC(=NNC(N)=S)c1ccccc1. As a reaction SMILES: [C:1]([CH3:2])([CH3:3])([CH3:4])[O:5][C:6](=[O:7])[NH:8][CH2:9][C:10](=[O:11])[c:12]1[cH:13][cH:14][cH:15][cH:16][cH:17]1.[CH3:25][OH:26].[ClH:18].[NH2:19][NH:20][C:21](=[S:22])[NH2:23].[OH2:24]>>[C:1]([CH3:2])([CH3:3])([CH3:4])[O:5][C:6](=[O:7])[NH:8][CH2:9][C:10]([c:12]1[cH:13][cH:14][cH:15][cH:16][cH:17]1)=[N:19][NH:20][C:21](=[S:22])[NH2:23]. Reactants: CN1CCC(CC1)N1CCNCC1 (1-(1-methyl-4-piperidyl)piperazine), C(=O)(OC(C)(C)C)N[C@H](C(C)(C)C)C(=O)O (Boc-D-tert-leucine), C=1C=CC2=C(C1)N=NN2O (HOBt), CCN=C=NCCCN(C)C (WSC). Solvent: C(C)N(CC)CC (triethylamine), C(C)#N (acetonitrile). The product is CC([C@H](C(=O)N1CCN(CC1)C1CCN(CC1)C)NC(OC(C)(C)C)=O)(C)C (tert-butyl(1R)-2,2-dimethyl-1-((4-(1-methyl-4-piperidinyl)-1-piperazinyl)carbonyl)propylcarbamate). Isolated yield 101.4%. As a reaction SMILES: [C:1]([NH:8][C@@H:9]([C:14]([OH:16])=O)[C:10]([CH3:13])([CH3:12])[CH3:11])([O:3][C:4]([CH3:7])([CH3:6])[CH3:5])=[O:2].C1C=CC2N(O)N=NC=2C=1.CCN=C=NCCCN(C)C.[CH3:38][N:39]1[CH2:44][CH2:43][CH:42]([N:45]2[CH2:50][CH2:49][NH:48][CH2:47][CH2:46]2)[CH2:41][CH2:40]1>C(#N)C.C(N(CC)CC)C>[CH3:13][C:10]([CH3:11])([CH3:12])[C@@H:9]([NH:8][C:1](=[O:2])[O:3][C:4]([CH3:5])([CH3:6])[CH3:7])[C:14]([N:48]1[CH2:47][CH2:46][N:45]([CH:42]2[CH2:43][CH2:44][N:39]([CH3:38])[CH2:40][CH2:41]2)[CH2:50][CH2:49]1)=[O:16]. Reported procedure: To a solution of Boc-D-tert-leucine (0.46 g) and HOBt (0.46 g) in acetonitrile (20 ml) was added WSC (0.58 g), and the reaction mixture was mixed at room temperature for 15 minutes. Then, 1-(1-methyl-4-piperidyl)piperazine (0.70 g) and triethylamine (0.61 g) were added, and the reaction mixture was mixed at room temperature for 15 hours. The solvent was distilled off under reduced pressure, and the residue was dissolved in ethyl acetate. The ethyl acetate solution was washed with an aqueous sodi... Starting materials: N1=CC(=CC=C1)CCO (2-(3-pyridyl)ethanol), N(=NC(=O)OCC)C(=O)OCC (Diethyl azodicarboxylate), ClC1=CC(=C(NC2=NC=NC3=CC(=C(C=C23)OC)O)C=C1)F (4-(4-chloro-2-fluoroanilino)-7-hydroxy-6-methoxyquinazoline), C1(=CC=CC=C1)P(C1=CC=CC=C1)C1=CC=CC=C1 (triphenylphosphine). Solvent: C(Cl)Cl (methylene chloride). Reaction conditions: time 4 hour. Product: Cl.ClC1=CC(=C(NC2(NC=NC3=CC(=CC=C23)OCCC=2C=NC=CC2)OC)C=C1)F (4-(4-chloro-2-fluoroanilino)4-methoxy-7-(2-(3-pyridyl)ethoxy)quinazoline hydrochloride). Yield: 132.9%. As a reaction SMILES: N(C(OCC)=O)=N[C:3](OCC)=[O:4].[Cl:13][C:14]1[CH:33]=[CH:32][C:17]([NH:18][C:19]2[C:28]3[C:23](=[CH:24][C:25]([OH:31])=[C:26](OC)[CH:27]=3)[N:22]=[CH:21][N:20]=2)=[C:16]([F:34])[CH:15]=1.C1(P(C2C=CC=CC=2)C2C=CC=CC=2)C=CC=CC=1.[N:54]1[CH:59]=[CH:58][CH:57]=[C:56]([CH2:60][CH2:61]O)[CH:55]=1>C(Cl)Cl>[ClH:13].[Cl:13][C:14]1[CH:33]=[CH:32][C:17]([NH:18][C:19]2([O:4][CH3:3])[C:28]3[C:23](=[CH:24][C:25]([O:31][CH2:61][CH2:60][C:56]4[CH:55]=[N:54][CH:59]=[CH:58][CH:57]=4)=[CH:26][CH:27]=3)[N:22]=[CH:21][NH:20]2)=[C:16]([F:34])[CH:15]=1 |f:5.6|. Procedure: Diethyl azodicarboxylate (236 μl, 1.5 mmol) was added dropwise to a suspension of 4-(4-chloro-2-fluoroanilino)-7-hydroxy-6-methoxyquinazoline (160 mg, 0.5 mmol), (prepared as described for the starting material in Example 24), triphenylphosphine (393 mg, 1.5 mmol) and 2-(3-pyridyl)ethanol (86 mg, 0.7 mmol), (J. Heterocycl. Chem. 1992, 29, 1663), in methylene chloride (6 ml) and the mixture stirred for 4 hours at ambient temperature. The mixture was poured directly on to a silica column and elute... Starting materials: Cn1cc(Br)cc(Nc2ccc(N3CCOCC3)cn2)c1=O, CC(=O)OCc1c(B2OC(C)(C)C(C)(C)O2)cc(F)cc1N1CCc2c(sc3c2CC(C)(C)C3)C1=O. The product is CC(=O)OCc1c(-c2cc(Nc3ccc(N4CCOCC4)cn3)c(=O)n(C)c2)cc(F)cc1N1CCc2c(sc3c2CC(C)(C)C3)C1=O. Reaction SMILES: [Br:37][c:38]1[cH:39][c:40]([NH:46][c:47]2[n:48][cH:49][c:50]([N:53]3[CH2:54][CH2:55][O:56][CH2:57][CH2:58]3)[cH:51][cH:52]2)[c:41](=[O:45])[n:42]([CH3:44])[cH:43]1.[C:1]([CH3:2])(=[O:3])[O:4][CH2:5][c:6]1[c:7]([N:22]2[C:23](=[O:36])[c:24]3[s:25][c:26]4[c:30]([c:31]3[CH2:32][CH2:33]2)[CH2:29][C:28]([CH3:34])([CH3:35])[CH2:27]4)[cH:8][c:9]([F:21])[cH:10][c:11]1[B:12]1[O:13][C:14]([CH3:15])([CH3:16])[C:17]([CH3:18])([CH3:19])[O:20]1>>[C:1]([CH3:2])(=[O:3])[O:4][CH2:5][c:6]1[c:7]([N:22]2[C:23](=[O:36])[c:24]3[s:25][c:26]4[c:30]([c:31]3[CH2:32][CH2:33]2)[CH2:29][C:28]([CH3:34])([CH3:35])[CH2:27]4)[cH:8][c:9]([F:21])[cH:10][c:11]1-[c:38]1[cH:39][c:40]([NH:46][c:47]2[n:48][cH:49][c:50]([N:53]3[CH2:54][CH2:55][O:56][CH2:57][CH2:58]3)[cH:51][cH:52]2)[c:41](=[O:45])[n:42]([CH3:44])[cH:43]1. The reactants are CC(C)(C)OC(=O)N1CCCCC1C#N, CO, Cl, NO, [Na+], [Na+], O=C([O-])[O-], O. The product is CC(C)(C)OC(=O)N1CCCCC1C(N)=NO. As a reaction SMILES: [C:1](#[N:2])[CH:3]1[N:4]([C:9](=[O:10])[O:11][C:12]([CH3:13])([CH3:14])[CH3:15])[CH2:5][CH2:6][CH2:7][CH2:8]1.[CH3:25][OH:26].[ClH:16].[NH2:17][OH:18].[Na+:19].[Na+:20].[O-:21][C:22](=[O:23])[O-:24].[OH2:27]>>[C:1]([NH2:2])([CH:3]1[N:4]([C:9](=[O:10])[O:11][C:12]([CH3:13])([CH3:14])[CH3:15])[CH2:5][CH2:6][CH2:7][CH2:8]1)=[N:17][OH:18]. The reactants are ClC=1C=C(C(=NC1)N1CCOCC1)[N+](=O)[O-] (4-(5-chloro-3-nitropyridin-2-yl)morpholine), CC(C)([O-])C.[Na+] (sodium tert-butoxide), N1CCOCC1 (morpholine), C1(CCCCC1)P(C1(C(=C(C=C(C1)C(C)C)C(C)C)C1=CC=CC=C1)C(C)C)C1CCCCC1 (2-(dicyclohexylphosphino)-2,4,6,-tri-i-propyl-1,1-biphenyl). Reagents/catalysts: C1=CC=C(C=C1)/C=C/C(=O)/C=C/C2=CC=CC=C2.C1=CC=C(C=C1)/C=C/C(=O)/C=C/C2=CC=CC=C2.[Pd] (tris(dibenzylideneacetone)dipalladium(o)). Solvent: C1(=CC=CC=C1)C (toluene). Product: O1CCN(CC1)C1=C(C=C(C=N1)N1CCOCC1)[N+](=O)[O-] (4-(6-morpholino-5-nitropyridin-3-yl)morpholine). As a reaction SMILES: Cl[C:2]1[CH:3]=[C:4]([N+:14]([O-:16])=[O:15])[C:5]([N:8]2[CH2:13][CH2:12][O:11][CH2:10][CH2:9]2)=[N:6][CH:7]=1.[NH:17]1[CH2:22][CH2:21][O:20][CH2:19][CH2:18]1.C1(P(C2CCCCC2)C2(C(C)C)CC(C(C)C)=CC(C(C)C)=C2C2C=CC=CC=2)CCCCC1.CC(C)([O-])C.[Na+]>C1(C)C=CC=CC=1.C1C=CC(/C=C/C(/C=C/C2C=CC=CC=2)=O)=CC=1.C1C=CC(/C=C/C(/C=C/C2C=CC=CC=2)=O)=CC=1.[Pd]>[O:11]1[CH2:12][CH2:13][N:8]([C:5]2[N:6]=[CH:7][C:2]([N:17]3[CH2:22][CH2:21][O:20][CH2:19][CH2:18]3)=[CH:3][C:4]=2[N+:14]([O-:16])=[O:15])[CH2:9][CH2:10]1 |f:3.4,6.7.8|. Procedure: To a stirred solution of 4-(5-chloro-3-nitropyridin-2-yl)morpholine (2.48 g, 10 mmol; described herein) in toluene (190 mL) were sequentially added morpholine (1.8 mL, 20 mmol), tris(dibenzylideneacetone)dipalladium(o) (0.65 g, 0.71 mmol), 2-(dicyclohexylphosphino)-2,4,6,-tri-i-propyl-1,1-biphenyl (0.73 g, 1.5 mmol), and sodium tert-butoxide (2.0 g, 20 mmol). The reaction was heated to reflux overnight, cooled to rt, and concentrated. The resulting residue was taken up in EtOAc, washed with satd... Reactants: C(C)(C)(C)OC(NCC#CC1=CC=C(C=C1)OC(F)(F)F)=O ([3-(4-Trifluoromethoxy-phenyl)-prop-2-ynyl]-carbamic acid tert-butyl ester), ice, IC (iodomethane), [H-].[Na+] (sodium hydride). Run in CN(C)C=O (DMF). Conditions: time 5 hour. Yields the product C(C)(C)(C)OC(N(CC#CC1=CC=C(C=C1)OC(F)(F)F)C)=O (Methyl-[3-(4-trifluoromethoxy-phenyl)-prop-2-ynyl]-carbamic acid tert-butyl ester). Yield: 50.0%. RXN SMILES: [C:1]([O:5][C:6](=[O:22])[NH:7][CH2:8][C:9]#[C:10][C:11]1[CH:16]=[CH:15][C:14]([O:17][C:18]([F:21])([F:20])[F:19])=[CH:13][CH:12]=1)([CH3:4])([CH3:3])[CH3:2].I[CH3:24].[H-].[Na+]>CN(C=O)C>[C:1]([O:5][C:6](=[O:22])[N:7]([CH3:24])[CH2:8][C:9]#[C:10][C:11]1[CH:12]=[CH:13][C:14]([O:17][C:18]([F:20])([F:21])[F:19])=[CH:15][CH:16]=1)([CH3:4])([CH3:2])[CH3:3] |f:2.3|. Procedure details: [3-(4-Trifluoromethoxy-phenyl)-prop-2-ynyl]-carbamic acid tert-butyl ester (500 mg, 1.6 mmol) was added to an ice cold solution of iodomethane (100 μl, 1.7 mmol) and sodium hydride (73 mg, 1.7 mmol; 55% suspension in mineral oil) in DMF (5 ml). The reaction mixture was stirred for 5 h at ambient temperature, cooled to 0° C. and carefully quenched with saturated aqueous ammonium chloride solution. Ice water/ethyl acetate 1/1 were added, the layers were separated and the aqueous layer was extracte...